Dataset: the Open Reaction Database (ORD), a public repository of structured organic reaction records. Task: describe an organic reaction: reactants, conditions, products, and yield Yields the product ClC1=C(C=C(CNS(=O)(=O)C(C)(C)C)C=C1)NC1=NC2=C(N1C)C=C(C(=C2)Cl)N2CCC(CC2)C(F)(F)F (N-(4-Chloro-3-(5-chloro-1-methyl-6-(4-trifluoromethyl-piperidin-1-yl)-1H-benzo[d]imidazol-2-ylamino)benzyl)-2-methylpropane-2-sulfonamide). Starting materials: ClC1=C(C=C(CNS(=O)C(C)(C)C)C=C1)NC1=NC2=C(N1C)C=C(C(=C2)Cl)N2CCC(CC2)C(F)(F)F (N-(4-chloro-3-(5-chloro-1-methyl-6-(4-trifluoromethyl-piperidin-1-yl)-1H-benzo[d]imidazol-2-ylamino)benzyl)-2-methylpropane-2-sulfinamide), ClC=1C=C(C(=O)OO)C=CC1 (m-chloroperoxybenzoic acid). Run in C(Cl)Cl (DCM). Reaction conditions: time 8 hour. Reported procedure: A mixture of N-(4-chloro-3-(5-chloro-1-methyl-6-(4-trifluoromethyl-piperidin-1-yl)-1H-benzo[d]imidazol-2-ylamino)benzyl)-2-methylpropane-2-sulfinamide (298 mg, 0.52 mmol), m-chloroperoxybenzoic acid (127 mg, 0.74 mmol) and DCM (20 mL) was stirred at rt overnight. The mixture was basicified to pH ˜8-9 and extracted with EtOAc. The organic layer was dried over Na2SO4, filtered and concentrated. Crystallization from DCM/Et2O gave the title compound. RXN SMILES: [Cl:1][C:2]1[CH:15]=[CH:14][C:5]([CH2:6][NH:7][S:8]([C:10]([CH3:13])([CH3:12])[CH3:11])=[O:9])=[CH:4][C:3]=1[NH:16][C:17]1[N:21]([CH3:22])[C:20]2[CH:23]=[C:24]([N:28]3[CH2:33][CH2:32][CH:31]([C:34]([F:37])([F:36])[F:35])[CH2:30][CH2:29]3)[C:25]([Cl:27])=[CH:26][C:19]=2[N:18]=1.ClC1C=C(C=CC=1)C(OO)=[O:43]>C(Cl)Cl>[Cl:1][C:2]1[CH:15]=[CH:14][C:5]([CH2:6][NH:7][S:8]([C:10]([CH3:11])([CH3:13])[CH3:12])(=[O:43])=[O:9])=[CH:4][C:3]=1[NH:16][C:17]1[N:21]([CH3:22])[C:20]2[CH:23]=[C:24]([N:28]3[CH2:29][CH2:30][CH:31]([C:34]([F:36])([F:35])[F:37])[CH2:32][CH2:33]3)[C:25]([Cl:27])=[CH:26][C:19]=2[N:18]=1. The solvent is O (water). As a reaction SMILES: [CH3:1][C:2]1[C@:8]([OH:17])(/[CH:9]=[CH:10]/[C:11](/[CH3:16])=[CH:12]\[C:13]([OH:15])=[O:14])[C:7]([CH3:19])([CH3:18])[CH2:6][C:4](=[O:5])[CH:3]=1.[CH3:20][N:21]([CH3:23])[CH3:22].CC1C(O)(/C=C/C(/C)=C\C(O)=O)C(C)(C)CC(=O)C=1.C([O-])(=O)/C=C/C=C/C.[K+]>O>[CH3:1][C:2]1[C:8]([OH:17])(/[CH:9]=[CH:10]/[C:11](/[CH3:16])=[CH:12]\[C:13]([OH:15])=[O:14])[C:7]([CH3:19])([CH3:18])[CH2:6][C:4](=[O:5])[CH:3]=1.[CH3:20][NH+:21]([CH3:23])[CH3:22] |f:3.4|. Procedure: (S)-(+)-Abscisic acid (2.64 g of 95% purity) was suspended in 15 mL of deionized water containing 50 mg of Tween 20. An aqueous solution of trimethylamine (1.5 mL of 6.6M concentration) was added, which caused most of the abscisic acid to dissolve. The remainder of the neutralization was then carried out by careful dropwise addition of the aqueous trimethylamine, to give a clear solution of pH 6.8. Preservative (63 mg of potassium sorbate) was added, and it quickly dissolved. The solution was ma... Reactants: CC1=CC(=O)CC(C1(/C=C/C(=C\C(=O)O)/C)O)(C)C (abscisic acid), CN(C)C (trimethylamine), C(\C=C\C=C\C)(=O)[O-].[K+] (potassium sorbate), CC1=CC(=O)CC([C@]1(/C=C/C(=C\C(=O)O)/C)O)(C)C ((S)-(+)-Abscisic acid), Tween 20, CN(C)C (trimethylamine). Product: CC1=CC(=O)CC(C1(/C=C/C(=C\C(=O)O)/C)O)(C)C (abscisic acid), C[NH+](C)C (trimethylammonium).